This data is from the Open Reaction Database (ORD), a public repository of structured organic reaction records. The task is: describe an organic reaction: reactants, conditions, products, and yield Reactants: COC(=O)c1occc1NC(=O)OC(C)(C)C, ClCCl, O=C(O)C(F)(F)F. The product is COC(=O)c1occc1N. Reaction SMILES: [CH3:1][O:2][C:3](=[O:4])[c:5]1[o:6][cH:7][cH:8][c:9]1[NH:10][C:11](=[O:12])[O:13][C:14]([CH3:15])([CH3:16])[CH3:17].[Cl:25][CH2:26][Cl:27].[OH:18][C:19]([C:20]([F:21])([F:22])[F:23])=[O:24]>>[CH3:1][O:2][C:3](=[O:4])[c:5]1[o:6][cH:7][cH:8][c:9]1[NH2:10]. The reactants are CO, CCC(CC)(c1ccc(C=CC2(O)CCCC2)c(C)c1)c1ccc(-c2ccc(CC(=O)OC)c(F)c2)c(C)c1, [Cl-], [NH4+], [Na+], C1CCOC1, [OH-]. Yields the product [Na+], CCC(CC)(c1ccc(C=CC2(O)CCCC2)c(C)c1)c1ccc(-c2ccc(CC(=O)[O-])c(F)c2)c(C)c1. Reaction SMILES: [CH3:1][OH:2].[CH3:5][O:6][C:7]([CH2:8][c:9]1[c:10]([F:42])[cH:11][c:12](-[c:15]2[c:16]([CH3:41])[cH:17][c:18]([C:21]([CH2:22][CH3:23])([c:24]3[cH:25][c:26]([CH3:38])[c:27]([CH:30]=[CH:31][C:32]4([OH:37])[CH2:33][CH2:34][CH2:35][CH2:36]4)[cH:28][cH:29]3)[CH2:39][CH3:40])[cH:19][cH:20]2)[cH:13][cH:14]1)=[O:43].[Cl-:44].[NH4+:45].[Na+:4].[O:46]1[CH2:47][CH2:48][CH2:49][CH2:50]1.[OH-:3]>>[Na+:4].[O:6]=[C:7]([CH2:8][c:9]1[c:10]([F:42])[cH:11][c:12](-[c:15]2[c:16]([CH3:41])[cH:17][c:18]([C:21]([CH2:22][CH3:23])([c:24]3[cH:25][c:26]([CH3:38])[c:27]([CH:30]=[CH:31][C:32]4([OH:37])[CH2:33][CH2:34][CH2:35][CH2:36]4)[cH:28][cH:29]3)[CH2:39][CH3:40])[cH:19][cH:20]2)[cH:13][cH:14]1)[O-:43]. Isolated yield 89.1%. As a reaction SMILES: N1C=CC=CC=1.[N+:7]([C:10]1[CH:30]=[CH:29][CH:28]=[CH:27][C:11]=1[CH2:12][O:13][C:14]([O:16][C:17]1[C:24]([CH3:25])=[CH:23][C:20]([CH2:21]O)=[CH:19][C:18]=1[CH3:26])=[O:15])([O-:9])=[O:8].[Cl:31]C(Cl)(OC(=O)OC(Cl)(Cl)Cl)Cl>C(Cl)Cl>[N+:7]([C:10]1[CH:30]=[CH:29][CH:28]=[CH:27][C:11]=1[CH2:12][O:13][C:14]([O:16][C:17]1[C:24]([CH3:25])=[CH:23][C:20]([CH2:21][Cl:31])=[CH:19][C:18]=1[CH3:26])=[O:15])([O-:9])=[O:8]. Starting materials: N1=CC=CC=C1 (Pyridine), [N+](=O)([O-])C1=C(COC(=O)OC2=C(C=C(CO)C=C2C)C)C=CC=C1 (4-(2′-nitrobenzyloxycarbonyloxy)-3,5-dimethylbenzyl alcohol), ClC(Cl)(OC(OC(Cl)(Cl)Cl)=O)Cl (triphosgene). The product is [N+](=O)([O-])C1=C(COC(=O)OC2=C(C=C(CCl)C=C2C)C)C=CC=C1 (4-(2′-nitrobenzyloxycarbonyloxy)-3,5-dimethylbenzyl chloride). Procedure details: Pyridine (34 mL, 0.42 mmol) was added to a stirring mixture of 8h (56 mg, 0.17 mmol) and triphosgene (60 mg, 0.20 mmol) in a mixture of CDCl3 (1 mL) and CH2Cl2 (2.5 mL) at r.t. After 45 minutes, the reaction mixture was filtered through a pad of silica gel (5 g, 3 cm) washing with CH2Cl2 (20 mL) and concentrated in vacuo to yield pure 9h (53 mg, 90%) as a clear oil which became an off-white solid on addition of hexane: 1H NMR (270 MHz, CDCl3) d 2.20 (s, 6H), 4.50 (s, 2H), 5.70 (s, 2H), 7.09 (s, ... The solvent is C(Cl)Cl (CH2Cl2). Conditions: time 45 minute.